Dataset: the Open Reaction Database (ORD), a public repository of structured organic reaction records. Task: describe an organic reaction: reactants, conditions, products, and yield Starting materials: Cc1ccccc1, O=S(Cl)Cl, Cc1oc(-c2ccco2)nc1COc1cccc(CO)c1. Yields the product Cc1oc(-c2ccco2)nc1COc1cccc(CCl)c1. As a reaction SMILES: [CH3:26][c:27]1[cH:28][cH:29][cH:30][cH:31][cH:32]1.[S:22]([Cl:23])([Cl:24])=[O:25].[o:1]1[c:2](-[c:6]2[o:7][c:8]([CH3:21])[c:9]([CH2:11][O:12][c:13]3[cH:14][c:15]([CH2:19][OH:20])[cH:16][cH:17][cH:18]3)[n:10]2)[cH:3][cH:4][cH:5]1>>[o:1]1[c:2](-[c:6]2[o:7][c:8]([CH3:21])[c:9]([CH2:11][O:12][c:13]3[cH:14][c:15]([CH2:19][Cl:24])[cH:16][cH:17][cH:18]3)[n:10]2)[cH:3][cH:4][cH:5]1.